This data is from the Open Reaction Database (ORD), a public repository of structured organic reaction records. The task is: describe an organic reaction: reactants, conditions, products, and yield The reactants are COC1=CC=C(C=C1)C=1SC(=C(N1)C)C(=O)O (2-(4-methoxyphenyl)-4-methyl-5-thiazolecarboxylic acid), N,N'-carbonyldiimidazole, NC1=NN=NN1 (5-aminotetrazole). Run in CN(C=O)C (dimethylformamide), CN(C=O)C (dimethylformamide). Product: COC1=CC=C(C=C1)C=1SC(=C(N1)C)C(=O)NC1=NN=NN1 (2-(4-methoxyphenyl)-4-methyl-N-(1H-tetrazole-5-yl)-5-thiazolecarboxamide). The yield is 64.4%. Reaction SMILES: [CH3:1][O:2][C:3]1[CH:8]=[CH:7][C:6]([C:9]2[S:10][C:11]([C:15]([OH:17])=O)=[C:12]([CH3:14])[N:13]=2)=[CH:5][CH:4]=1.[NH2:18][C:19]1[NH:23][N:22]=[N:21][N:20]=1>CN(C)C=O>[CH3:1][O:2][C:3]1[CH:8]=[CH:7][C:6]([C:9]2[S:10][C:11]([C:15]([NH:18][C:19]3[NH:23][N:22]=[N:21][N:20]=3)=[O:17])=[C:12]([CH3:14])[N:13]=2)=[CH:5][CH:4]=1. Reported procedure: A solution of 300 mg (1.20 mmol) of 2-(4-methoxyphenyl)-4-methyl-5-thiazolecarboxylic acid and 292.7 mg (1.81 mmol) of N,N'-carbonyldiimidazole (CDI) in dry dimethylformamide (8 ml) was stirred at room temperature for 1 hour. Under the same conditions, a solution of 5-aminotetrazole (122.8 mg, 1.44 mmol) in dry dimethylformamide (1 ml) was added thereto and allowed to react at 70° C. for 3 hours. After the solvent was distilled off from the reaction mixture, the residue was treated with water un... The reactants are C(C)(=O)C=1C=C(C(=NC1C)OC)NC(OC1=CC=CC=C1)=O (Phenyl N-(5-acetyl-2-methoxy-6-methylpyridin-3-yl)carbamate), CC=1C=C(C=C(C1)C)N1CCNCC1 (1-(3,5-dimethylphenyl)piperazine). Product: C(C)(=O)C=1C=C(C(=NC1C)OC)NC(=O)N1CCN(CC1)C1=CC(=CC(=C1)C)C (1-[(5-Acetyl-2-methoxy-6-methylpyridin-3-yl)aminocarbonyl]-4-(3,5-dimethylphenyl)piperazine). Yield: 82.0%. Reaction SMILES: [C:1]([C:4]1[CH:5]=[C:6]([NH:13][C:14](=[O:22])OC2C=CC=CC=2)[C:7]([O:11][CH3:12])=[N:8][C:9]=1[CH3:10])(=[O:3])[CH3:2].[CH3:23][C:24]1[CH:25]=[C:26]([N:31]2[CH2:36][CH2:35][NH:34][CH2:33][CH2:32]2)[CH:27]=[C:28]([CH3:30])[CH:29]=1>>[C:1]([C:4]1[CH:5]=[C:6]([NH:13][C:14]([N:34]2[CH2:35][CH2:36][N:31]([C:26]3[CH:27]=[C:28]([CH3:30])[CH:29]=[C:24]([CH3:23])[CH:25]=3)[CH2:32][CH2:33]2)=[O:22])[C:7]([O:11][CH3:12])=[N:8][C:9]=1[CH3:10])(=[O:3])[CH3:2]. Procedure details: Phenyl N-(5-acetyl-2-methoxy-6-methylpyridin-3-yl)carbamate and 1-(3,5-dimethylphenyl)piperazine were reacted by the same way with the example 46 to obtain the titled compound. Reactants: C1CNCCN1, CC#N, NC(=O)c1cc(-c2ccccc2)cc2c(C3CCN(S(=O)(=O)CCCCl)CC3)n[nH]c12, [I-], [K+], [K+], [Na+], O=C([O-])[O-]. The product is NC(=O)c1cc(-c2ccccc2)cc2c(C3CCN(S(=O)(=O)CCCN4CCNCC4)CC3)n[nH]c12. Reaction SMILES: [CH2:38]1[CH2:39][NH:40][CH2:41][CH2:42][NH:43]1.[CH3:46][C:47]#[N:48].[Cl:1][CH2:2][CH2:3][CH2:4][S:5](=[O:6])(=[O:7])[N:8]1[CH2:9][CH2:10][CH:11]([c:14]2[n:15][nH:16][c:17]3[c:18]([C:29](=[O:30])[NH2:31])[cH:19][c:20](-[c:23]4[cH:24][cH:25][cH:26][cH:27][cH:28]4)[cH:21][c:22]23)[CH2:12][CH2:13]1.[I-:45].[K+:32].[K+:33].[Na+:44].[O-:34][C:35]([O-:36])=[O:37]>>[CH2:2]([CH2:3][CH2:4][S:5](=[O:6])(=[O:7])[N:8]1[CH2:9][CH2:10][CH:11]([c:14]2[n:15][nH:16][c:17]3[c:18]([C:29](=[O:30])[NH2:31])[cH:19][c:20](-[c:23]4[cH:24][cH:25][cH:26][cH:27][cH:28]4)[cH:21][c:22]23)[CH2:12][CH2:13]1)[N:40]1[CH2:39][CH2:38][NH:43][CH2:42][CH2:41]1. Reactants: C(C)(CC)[Li] (sec-butyl lithium), FC1=C(C(=C(C(=C1F)F)F)F)F (hexafluorobenzene), C(=O)=O.CC(=O)C (Cardice acetone). Solvent: C1CCCCC1 (cyclohexane). The product is C(C)(CC)C1=C(C(=C(C(=C1F)F)F)F)F (sec-butylpentafluorobenzene). RXN SMILES: [CH:1]([Li])([CH2:3][CH3:4])[CH3:2].[F:6][C:7]1[C:12](F)=[C:11]([F:14])[C:10]([F:15])=[C:9]([F:16])[C:8]=1[F:17].C(=O)=O.CC(C)=O>C1CCCCC1>[CH:1]([C:12]1[C:11]([F:14])=[C:10]([F:15])[C:9]([F:16])=[C:8]([F:17])[C:7]=1[F:6])([CH2:3][CH3:4])[CH3:2] |f:2.3|. Procedure: A solution of sec-butyl lithium (350 ml; 12% in cyclohexane) was added over a period of 1 hour to a stirred mixture of hexafluorobenzene (80 g) in cyclohexane (750 ml) at a temperature of 0° C. On warming the reaction mixture above 0° C. a violently exothermic reaction took place which was brought under control by external cooling (Cardice-acetone). The reaction mixture was subsequently brought to room temperature (no further reaction occurred) and was quenched with water (600 ml). The organic l... Starting materials: C(C)OC(C(CC=1C=NC(=CC1)NC(=O)OC(C)(C)C)CSC(C)=O)=O (2-Acetylsulfanylmethyl-3-(6-tert-butoxycarbonylamino-pyridin-3-yl)-propionic acid ethyl ester). Run in Cl (HCl). Run at time 1 hour. Product: NC1=CC=C(C=N1)CC(C(=O)O)CS (3-(6-Amino-pyridin-3-yl)-2-mercaptomethyl-propionic acid). Isolated yield 126.1%. Reaction SMILES: C([O:3][C:4](=[O:26])[CH:5]([CH2:21][S:22]C(=O)C)[CH2:6][C:7]1[CH:8]=[N:9][C:10]([NH:13]C(OC(C)(C)C)=O)=[CH:11][CH:12]=1)C>Cl>[NH2:13][C:10]1[N:9]=[CH:8][C:7]([CH2:6][CH:5]([CH2:21][SH:22])[C:4]([OH:26])=[O:3])=[CH:12][CH:11]=1. Procedure details: 2-Acetylsulfanylmethyl-3-(6-tert-butoxycarbonylamino-pyridin-3-yl)-propionic acid ethyl ester (38 mg, 0.096 mmol) was dissolved in conc. HCl (2.0 mL) under argon. The solution was stirred at room temperature for 1 h and then heated to reflux for 1 h. Concentration under reduced pressure gave the title compound (25.7 mg, 100%) as the hydrochloride salt. The product is OCC(C1=CC=CC2=CC=CC=C12)=C1C(N(C(S1)=O)C)=O (5-[2-Hydroxy-1-(naphthalenyl)ethylidene]-3-methyl-2,4-thiazolidinedione). Isolated yield 74.9%. Run in C(Cl)(Cl)Cl (chloroform), CC(=O)C (acetone). Reactants: OC\C(\C1=CC=CC2=CC=CC=C12)=C\1/C(NC(S1)=O)=O ((E)-5-[2-Hydroxy-1-(1-naphthalenyl)ethylidene]-2,4-thiazolidinedione), C([O-])([O-])=O.[K+].[K+] (potassium carbonate), IC (iodomethane). Procedure: (E)-5-[2-Hydroxy-1-(1-naphthalenyl)ethylidene]-2,4-thiazolidinedione (1.49 g, 5.22 mmol) was added to suspension of potassium carbonate (7.22 g, 52.2 mmol) in acetone. After 30 minutes iodomethane (0.65 mL, 10.4 mmol) was added. After 30 min the mixture was filtered, and concentrated to give a brown oil which was dissolved in chloroform. The resulting solution was washed with water then dried over magnesium sulfate and concentrated in vacuo to give an oil which was chromatographed on silica gel ... As a reaction SMILES: [OH:1][CH2:2]/[C:3](=[C:14]1\[C:15](=[O:20])[NH:16][C:17](=[O:19])[S:18]\1)/[C:4]1[C:13]2[C:8](=[CH:9][CH:10]=[CH:11][CH:12]=2)[CH:7]=[CH:6][CH:5]=1.[C:21](=O)([O-])[O-].[K+].[K+].IC>CC(C)=O.C(Cl)(Cl)Cl>[OH:1][CH2:2][C:3](=[C:14]1[S:18][C:17](=[O:19])[N:16]([CH3:21])[C:15]1=[O:20])[C:4]1[C:13]2[C:8](=[CH:9][CH:10]=[CH:11][CH:12]=2)[CH:7]=[CH:6][CH:5]=1 |f:1.2.3|. Reactants: [Si](C)(C)(C(C)(C)C)OC[C@@H](C1=CC=CC=C1)NC(=O)C1=C(N=C2N1C=CC=C2O)C (N-[(1R)-2-{[tert-butyl(dimethyl)silyl]oxy}-1-phenylethyl]-8-hydroxy-2-methylimidazo[1,2-a]pyridine-3-carboxamide), BrCC1=C(C=CC(=C1)F)F (α-bromo-2,5-difluorotoluene), C([O-])([O-])=O.[K+].[K+] (potassium carbonate), CN(C)C=O (DMF). Run in [Cl-].[Na+].O (brine), C(Cl)(Cl)Cl (chloroform), O (water). Run at temperature 30 celsius, time 28 hour. Product: FC1=C(COC=2C=3N(C=CC2)C(=C(N3)C)C(=O)N[C@@H](CO)C3=CC=CC=C3)C=C(C=C1)F (8-[(2,5-difluorobenzyl)oxy]-N-[(1R)-2-hydroxy-1-phenylethyl]-2-methylimidazo[1,2-a]pyridine-3-carboxamide). Yield: 72.1%. As a reaction SMILES: [Si]([O:8][CH2:9][C@H:10]([NH:17][C:18]([C:20]1[N:24]2[CH:25]=[CH:26][CH:27]=[C:28]([OH:29])[C:23]2=[N:22][C:21]=1[CH3:30])=[O:19])[C:11]1[CH:16]=[CH:15][CH:14]=[CH:13][CH:12]=1)(C(C)(C)C)(C)C.Br[CH2:32][C:33]1[CH:38]=[C:37]([F:39])[CH:36]=[CH:35][C:34]=1[F:40].C(=O)([O-])[O-].[K+].[K+].CN(C=O)C>[Cl-].[Na+].O.C(Cl)(Cl)Cl.O>[F:40][C:34]1[CH:35]=[CH:36][C:37]([F:39])=[CH:38][C:33]=1[CH2:32][O:29][C:28]1[C:23]2[N:24]([C:20]([C:18]([NH:17][C@H:10]([C:11]3[CH:12]=[CH:13][CH:14]=[CH:15][CH:16]=3)[CH2:9][OH:8])=[O:19])=[C:21]([CH3:30])[N:22]=2)[CH:25]=[CH:26][CH:27]=1 |f:2.3.4,6.7.8|. Procedure details: A mixture of 8.5 mg of N-[(1R)-2-{[tert-butyl(dimethyl)silyl]oxy}-1-phenylethyl]-8-hydroxy-2-methylimidazo[1,2-a]pyridine-3-carboxamide, 5.6 mg of α-bromo-2,5-difluorotoluene, 5.0 mg of potassium carbonate, and 700 μl of DMF was stirred at 30° C. for 28 hours. To the reaction mixture were added 1 ml of water, 0.5 ml of saturated brine, and 4 ml of chloroform to carry out a layer separation operation. The organic layer was concentrated under reduced pressure, and to the residue were added 300 μl ... The reactants are Clc1ccc(CNc2ccc(Br)nn2)cc1, [Li]C(C)(C)C, CC(C)(C)OC(=O)n1cc(CCl)c2cccnc21, [Li]CCCC, CCCCCC, C[Si](C)(Cl)CC[Si](C)(C)Cl, C1CCOC1, O. The product is CC(C)(C)OC(=O)n1cc(Cc2ccc(NCc3ccc(Cl)cc3)nn2)c2cccnc21. Reaction SMILES: [Br:1][c:2]1[cH:3][cH:4][c:5]([NH:8][CH2:9][c:10]2[cH:11][cH:12][c:13]([Cl:16])[cH:14][cH:15]2)[n:6][n:7]1.[C:32]([Li:33])([CH3:34])([CH3:35])[CH3:36].[C:37]([CH3:38])([CH3:39])([CH3:40])[O:41][C:42](=[O:43])[n:44]1[cH:45][c:46]([CH2:53][Cl:54])[c:47]2[c:48]1[n:49][cH:50][cH:51][cH:52]2.[CH2:17]([Li:18])[CH2:19][CH2:20][CH3:21].[CH3:60][CH2:61][CH2:62][CH2:63][CH2:64][CH3:65].[Cl:22][Si:23]([CH3:24])([CH3:25])[CH2:26][CH2:27][Si:28]([Cl:29])([CH3:30])[CH3:31].[O:55]1[CH2:56][CH2:57][CH2:58][CH2:59]1.[OH2:66]>>[c:2]1([CH2:53][c:46]2[cH:45][n:44]([C:42]([O:41][C:37]([CH3:38])([CH3:39])[CH3:40])=[O:43])[c:48]3[c:47]2[cH:52][cH:51][cH:50][n:49]3)[cH:3][cH:4][c:5]([NH:8][CH2:9][c:10]2[cH:11][cH:12][c:13]([Cl:16])[cH:14][cH:15]2)[n:6][n:7]1.